From a dataset of the Open Reaction Database (ORD), a public repository of structured organic reaction records. describe an organic reaction: reactants, conditions, products, and yield Starting materials: ClC1=CC=NC2=CC(=CC=C12)Cl (4,7-Dichloroquinoline), NC1=CC=C(C=O)C=C1 (4-aminobenzaldehyde), Cl (HCl). Solvent: CO (methanol). Reaction conditions: time 3 hour. Yields the product Cl.ClC1=CC=C2C(=CC=NC2=C1)NC1=CC=C(C=O)C=C1 (4-[(7-Chloro-4-quinolinyl)amino]benzaldehyde, hydrochloride). Isolated yield 80.6%. Reaction SMILES: [Cl:1][C:2]1[C:11]2[C:6](=[CH:7][C:8]([Cl:12])=[CH:9][CH:10]=2)[N:5]=[CH:4][CH:3]=1.[NH2:13][C:14]1[CH:21]=[CH:20][C:17]([CH:18]=[O:19])=[CH:16][CH:15]=1.Cl>CO>[ClH:1].[Cl:12][C:8]1[CH:7]=[C:6]2[C:11]([C:2]([NH:13][C:14]3[CH:21]=[CH:20][C:17]([CH:18]=[O:19])=[CH:16][CH:15]=3)=[CH:3][CH:4]=[N:5]2)=[CH:10][CH:9]=1 |f:4.5|. Procedure: 4,7-Dichloroquinoline (50 g, 252 mmol) and 4-aminobenzaldehyde (30.6 g, 252 mmol) are stirred in 300 mL of methanol and treated with 126 mL of 2 N HCl. The mixture is boiled on a hot plate and after ~15 minutes, a thick yellow precipitate forms. The heating is continued at a low setting for 3 hours at which point the mixture is allowed to cool to room temperature. The yellow solid is filtered, washed with cold methanol, then ether and dried in vacuo at 60° C. for three days affording 64.65 g (20... The reactants are O(S(=O)(=O)C(F)(F)F)S(=O)(=O)C(F)(F)F (Tf2O), N#N (N2), COC=1C=C(C=C(C1O)OC)\C=C\C1=CC=C(C=C1)OC (trans-3,4′,5-Trimethoxy-4-hydroxystilbene), N1=CC=CC=C1 (pyridine). Solvent: C(Cl)Cl (CH2Cl2). Conditions: time 8 hour. Product: COC=1C=C(C=C(C1OS(=O)(=O)C(F)(F)F)OC)\C=C\C1=CC=C(C=C1)OC (trans-3,4′,5-Trimethoxy-4-(trifluoromethanesulfonyloxy)stilbene). Reaction SMILES: N#N.[CH3:3][O:4][C:5]1[CH:6]=[C:7](/[CH:14]=[CH:15]/[C:16]2[CH:21]=[CH:20][C:19]([O:22][CH3:23])=[CH:18][CH:17]=2)[CH:8]=[C:9]([O:12][CH3:13])[C:10]=1[OH:11].N1C=CC=CC=1.[O:30](S(C(F)(F)F)(=O)=O)[S:31]([C:34]([F:37])([F:36])[F:35])(=O)=[O:32]>C(Cl)Cl>[CH3:3][O:4][C:5]1[CH:6]=[C:7](/[CH:14]=[CH:15]/[C:16]2[CH:17]=[CH:18][C:19]([O:22][CH3:23])=[CH:20][CH:21]=2)[CH:8]=[C:9]([O:12][CH3:13])[C:10]=1[O:11][S:31]([C:34]([F:37])([F:36])[F:35])(=[O:32])=[O:30]. Procedure details: To a round-bottomed flask (50 mL) equipped with magnetic stir bar and N2 bubbler was charged 6 (600 mg, 2 mmol), pyridine (332 mg, 4 mmol, 2 equiv) and CH2Cl2 (20 mL) The mixture was cooled in an ice bath before Tf2O (888 mg, 3 mmol, 1.5 equiv) was added dropwise over 20 min, during which the color changed from deep red to pale orange. Afterwards, the ice bath was removed and the reaction mixture was stirred at rt overnight. A work-up similar to that used in the preparation of 1a and 2a gave an ... Reactants: NC=1SC=C(N1)/C(/C(=O)N[C@H]1[C@@H]2N(C(=C(CS2)COC(CC(C)=O)=O)C(=O)O)C1=O)=N/OC (7β-[2-(2-Aminothiazol-4-yl)-2(Z)-methoxyiminoacetamido]-3-(3-oxobutyryloxymethyl)-3-cephem-4-carboxylic acid), CC1=CC=2N(C=C1)N=NC2 (5-methyl[1,2,3]triazolo[1,5-a]pyridine). Procedure details: 7β-[2-(2-Aminothiazol-4-yl)-2(Z)-methoxyiminoacetamido]-3-(3-oxobutyryloxymethyl)-3-cephem-4-carboxylic acid and 5-methyl[1,2,3]triazolo[1,5-a]pyridine are treated by the same procedure as that in Example 1, to yield the desired compound. Reaction SMILES: [NH2:1][C:2]1[S:3][CH:4]=[C:5](/[C:7](=[N:31]/[O:32][CH3:33])/[C:8]([NH:10][C@@H:11]2[C:29](=[O:30])[N:13]3[C:14]([C:26]([OH:28])=[O:27])=[C:15]([CH2:18]OC(=O)CC(=O)C)[CH2:16][S:17][C@H:12]23)=[O:9])[N:6]=1.[CH3:34][C:35]1[CH:40]=[CH:39][N:38]2[N:41]=[N:42][CH:43]=[C:37]2[CH:36]=1>>[NH2:1][C:2]1[S:3][CH:4]=[C:5](/[C:7](=[N:31]/[O:32][CH3:33])/[C:8]([NH:10][C@@H:11]2[C:29](=[O:30])[N:13]3[C:14]([C:26]([O-:28])=[O:27])=[C:15]([CH2:18][N:42]4[CH:43]=[C:37]5[CH:36]=[C:35]([CH3:34])[CH:40]=[CH:39][N:38]5[NH2+:41]4)[CH2:16][S:17][C@H:12]23)=[O:9])[N:6]=1. Yields the product NC=1SC=C(N1)/C(/C(=O)N[C@H]1[C@@H]2N(C(=C(CS2)CN2[NH2+]N3C(C=C(C=C3)C)=C2)C(=O)[O-])C1=O)=N/OC (7β-[2-(2-Aminothiazol-4-yl)-2(Z)-methoxyiminoacetamido]-3-[(5-methyl-[1,2,3]triazolo[1,5-a]pyridinium-2-yl)methyl]-3-cephem-4-carboxylate). Starting materials: C(Cl)Cl (methylene chloride), CC=1C=C(C=C(C1)C)C=1NC2=CC=CC=C2C1 (2-(3,5-dimethylphenyl)-1H-indole), C(C(=O)Cl)(=O)Cl (oxalyl chloride), Cl.Cl.N1CCC(CC1)C1=CC=NC=C1 (1,2,3,4,5,6-hexahydro-[4,4']bipyridinyl dihydrochloride). Run in C(C)(=O)OCC (ethyl acetate), C(C)N(CC)CC (triethylamine). Run at time 1 hour. Product: CC=1C=C(C=C(C1)C)C=1NC2=CC=CC=C2C1C(C(=O)N1CCC(CC1)C1=CC=NC=C1)=O (1-[2-(3,5-dimethylphenyl)-1H-indol-3-yl]-2-(3,4,5,6-tetrahydro-2H-[4,4']bipyridinyl-1-yl)ethane-1,2-dione). RXN SMILES: [CH3:1][C:2]1[CH:3]=[C:4]([C:9]2[NH:10][C:11]3[C:16]([CH:17]=2)=[CH:15][CH:14]=[CH:13][CH:12]=3)[CH:5]=[C:6]([CH3:8])[CH:7]=1.[C:18](Cl)(=[O:22])[C:19](Cl)=[O:20].Cl.Cl.[NH:26]1[CH2:31][CH2:30][CH:29]([C:32]2[CH:37]=[CH:36][N:35]=[CH:34][CH:33]=2)[CH2:28][CH2:27]1.C(Cl)Cl>C(OCC)(=O)C.C(N(CC)CC)C>[CH3:1][C:2]1[CH:3]=[C:4]([C:9]2[NH:10][C:11]3[C:16]([C:17]=2[C:18](=[O:22])[C:19]([N:35]2[CH2:36][CH2:37][CH:32]([C:29]4[CH:28]=[CH:27][N:26]=[CH:31][CH:30]=4)[CH2:33][CH2:34]2)=[O:20])=[CH:15][CH:14]=[CH:13][CH:12]=3)[CH:5]=[C:6]([CH3:8])[CH:7]=1 |f:2.3.4|. Procedure details: To a solution of 2-(3,5-dimethylphenyl)-1H-indole (200 mg in 2 mL dry methylene chloride) was added dropwise 0.083 mL oxalyl chloride and the mixture stirred at room temperature. After 1 hour, 213 mg 1,2,3,4,5,6-hexahydro-[4,4']bipyridinyl dihydrochloride was added followed by 1.5 mL methylene chloride and 0.567 mL triethylamine and the mixture continued stirring at room temperature. After 4 hours the reaction was diluted with ethyl acetate and washed sequentially with water, saturated aqueous a...